Dataset: the Open Reaction Database (ORD), a public repository of structured organic reaction records. Task: describe an organic reaction: reactants, conditions, products, and yield Starting materials: CC(O)CC1CC(=O)N1[Si](C)(C)C(C)(C)C, CC(=O)Cl, ClCCl, c1ccncc1. Yields the product CC(=O)OC(C)CC1CC(=O)N1[Si](C)(C)C(C)(C)C. Reaction SMILES: [C:1]([CH3:2])([CH3:3])([CH3:4])[Si:5]([N:6]1[C:7](=[O:14])[CH2:8][CH:9]1[CH2:10][CH:11]([CH3:12])[OH:13])([CH3:15])[CH3:16].[CH3:23][C:24]([Cl:25])=[O:26].[Cl:27][CH2:28][Cl:29].[cH:17]1[cH:18][cH:19][n:20][cH:21][cH:22]1>>[C:1]([CH3:2])([CH3:3])([CH3:4])[Si:5]([N:6]1[C:7](=[O:14])[CH2:8][CH:9]1[CH2:10][CH:11]([CH3:12])[O:13][C:24]([CH3:23])=[O:26])([CH3:15])[CH3:16].